describe an organic reaction: reactants, conditions, products, and yield From a dataset of the Open Reaction Database (ORD), a public repository of structured organic reaction records. Reactants: [Sn](Cl)(Cl)(Cl)Cl (tin tetrachloride), COC1=CSC=C1 (3-methoxy-thiophene), COC1=CC=C(C(=O)Cl)C=C1 (4-methoxybenzoyl chloride), 2, Cl (hydrochloric acid). Run in ClCCl (dichloromethane). Reaction conditions: time 8 hour. The product is COC1=CC=C(C=C1)C(=O)C=1SC=CC1OC ((4-Methoxy-phenyl)-(3-methoxy-thiophen-2-yl)-methanone). Reaction SMILES: [Sn](Cl)(Cl)(Cl)Cl.[CH3:6][O:7][C:8]1[CH:12]=[CH:11][S:10][CH:9]=1.[CH3:13][O:14][C:15]1[CH:23]=[CH:22][C:18]([C:19](Cl)=[O:20])=[CH:17][CH:16]=1.Cl>ClCCl>[CH3:13][O:14][C:15]1[CH:23]=[CH:22][C:18]([C:19]([C:9]2[S:10][CH:11]=[CH:12][C:8]=2[O:7][CH3:6])=[O:20])=[CH:17][CH:16]=1. Procedure: 2.7 ml of tin tetrachloride were added to a solution of 2.3 g of 3-methoxy-thiophene and 3.4 g of 4-methoxybenzoyl chloride in 50 ml of dichloromethane while cooling in ice. The mixture was stirred at room temp. overnight. For workup, 75 ml of 2 hydrochloric acid were added and the mixture was extracted three times with dichloromethane. The combined organic phases were washed twice with each of 2 N sodium carbonate solution and water, and then the solvent was removed in vacuo, and the crude prod... Reactants: N(=NC(=O)N1CCCCC1)C(=O)N1CCCCC1 (1,1'-(azodicarbonyl)dipiperidine), CC1=C(C=C(C=C1)C)S(=O)(=O)OC=1C=C(C=C(C1)C)O (3-(2,5-dimethylphenylsulfonyloxy)-5-methylphenol), C(CCC)P(CCCC)CCCC (tri-n-butylphosphine), C(CCO)O (1,3-propanediol). Solvent: O1CCCC1 (tetrahydrofuran), CCCCCC (Hexane). Reaction conditions: time 8 hour. Yields the product CC1=C(C=C(C=C1)C)S(=O)(=O)OC=1C=C(OCCCO)C=C(C1)C (3-[3-(2,5-Dimethylphenylsulfonyloxy)-5-methylphenoxy]propanol). Isolated yield 92.7%. RXN SMILES: [CH3:1][C:2]1[CH:7]=[CH:6][C:5]([CH3:8])=[CH:4][C:3]=1[S:9]([O:12][C:13]1[CH:14]=[C:15]([OH:20])[CH:16]=[C:17]([CH3:19])[CH:18]=1)(=[O:11])=[O:10].C(P(CCCC)CCCC)CCC.[CH2:34](O)[CH2:35][CH2:36][OH:37].N(C(N1CCCCC1)=O)=NC(N1CCCCC1)=O>O1CCCC1.CCCCCC>[CH3:1][C:2]1[CH:7]=[CH:6][C:5]([CH3:8])=[CH:4][C:3]=1[S:9]([O:12][C:13]1[CH:14]=[C:15]([CH:16]=[C:17]([CH3:19])[CH:18]=1)[O:20][CH2:34][CH2:35][CH2:36][OH:37])(=[O:11])=[O:10]. Reported procedure: To a solution of 3-(2,5-dimethylphenylsulfonyloxy)-5-methylphenol (585 mg, 2.0 mmol), as prepared in the preceding step, tri-n-butylphosphine (607 mg, 3.0 mmol) and 1,3-propanediol (760 mg, 10 mmol) in anhydrous tetrahydrofuran (20 mL) was added 1,1'-(azodicarbonyl)dipiperidine (757 mg, 3.0 mmol). The mixture was stirred at ambient temperature overnight. Hexane (30 mL) was added to the mixture, and the precipitates were removed by filtration. The filtrate was evaporated in vacuo, and the residue... Starting materials: O[C@H]1[C@@H](C=CC2=CC=CC=C12)OC(CC(=O)OCC)=O ((1R*,2R*)-Malonic acid ethyl ester (1-hydroxy-1,2-dihydro-naphthalen-2-yl) ester), N1C=NC=C1 (imidazole), [Si](C)(C)(C(C)(C)C)Cl (Tert-butyldimethylsilyl chloride). The reagents and catalysts are CN(C)C1=NC=CC=C1 (dimethylaminopyridine). Run in ClCCl (dichloromethane). Product: C(C)OC(CC(=O)O[C@H]1[C@@H](C2=CC=CC=C2C=C1)O[Si](C)(C)C(C)(C)C)=O ((1R*,2R*)-Malonic acid (1-tert-butyldimethylsiloxy-1,2-dihydro-naphthalen-2-yl) ester ethyl ester). The yield is 89.6%. Reaction SMILES: [OH:1][C@@H:2]1[C:11]2[C:6](=[CH:7][CH:8]=[CH:9][CH:10]=2)[CH:5]=[CH:4][C@H:3]1[O:12][C:13](=[O:20])[CH2:14][C:15]([O:17][CH2:18][CH3:19])=[O:16].N1C=CN=C1.[Si:26](Cl)([C:29]([CH3:32])([CH3:31])[CH3:30])([CH3:28])[CH3:27]>ClCCl.CN(C1C=CC=CN=1)C>[CH2:18]([O:17][C:15](=[O:16])[CH2:14][C:13]([O:12][C@@H:3]1[CH:4]=[CH:5][C:6]2[C:11](=[CH:10][CH:9]=[CH:8][CH:7]=2)[C@H:2]1[O:1][Si:26]([C:29]([CH3:32])([CH3:31])[CH3:30])([CH3:28])[CH3:27])=[O:20])[CH3:19]. Reported procedure: To a dried round bottom flask, 7 (270 mg, 0.98 mmol), imidazole (134 mg, 1.96 mmol), dimethylaminopyridine (6 mg, 0.05 mmol) were dissolved in dichloromethane (4 mL). Tert-butyldimethylsilyl chloride (222 mg, 1.47 mmol) was then added portionwise and allowed to react for 24 hours. The reaction was then quenched with water, extracted with dichloromethane, dried over Na2SO4 and concentrated in vacuo. Flash chromatography (10% ethyl acetate in hexanes) gave a colourless oil 8 (343 mg, 90%). Rf 0.48... Starting materials: CS(=O)(=O)O, CSCCC(N)C(=O)O, COc1ccc(-n2nc3c(cc2=O)CCc2ccc(F)cc2-3)cc1, O. The product is O=c1cc2c(nn1-c1ccc(O)cc1)-c1cc(F)ccc1CC2. Reaction SMILES: [CH3:10][S:11]([OH:12])(=[O:13])=[O:14].[CH3:1][S:2][CH2:3][CH2:4][CH:5]([C:6](=[O:7])[OH:8])[NH2:9].[F:15][c:16]1[cH:17][c:18]2[c:19]([cH:37][cH:38]1)[CH2:20][CH2:21][c:22]1[cH:23][c:24](=[O:36])[n:25](-[c:28]3[cH:29][cH:30][c:31]([O:34][CH3:35])[cH:32][cH:33]3)[n:26][c:27]1-2.[OH2:39]>>[F:15][c:16]1[cH:17][c:18]2[c:19]([cH:37][cH:38]1)[CH2:20][CH2:21][c:22]1[cH:23][c:24](=[O:36])[n:25](-[c:28]3[cH:29][cH:30][c:31]([OH:34])[cH:32][cH:33]3)[n:26][c:27]1-2. Starting materials: CC(C)(O)CC1NC(=O)c2ccccc21, O=S(Cl)Cl. Product: CC(C)(Cl)CC1NC(=O)c2ccccc21. RXN SMILES: [OH:1][C:2]([CH2:3][CH:4]1[NH:5][C:6](=[O:13])[c:7]2[cH:8][cH:9][cH:10][cH:11][c:12]21)([CH3:14])[CH3:15].[S:16]([Cl:17])([Cl:18])=[O:19]>>[C:2]([CH2:3][CH:4]1[NH:5][C:6](=[O:13])[c:7]2[cH:8][cH:9][cH:10][cH:11][c:12]21)([CH3:14])([CH3:15])[Cl:18]. Reactants: C1COCCN1, CSc1nccc(Nc2cc(NC(=O)c3cc(F)cc(N4CCOCC4)c3)ccc2C)n1, O. Product: Cc1ccc(NC(=O)c2cc(F)cc(N3CCOCC3)c2)cc1Nc1ccnc(N2CCOCC2)n1. RXN SMILES: [CH2:33]1[CH2:34][O:35][CH2:36][CH2:37][NH:38]1.[F:1][c:2]1[cH:3][c:4]([C:5](=[O:6])[NH:7][c:8]2[cH:9][cH:10][c:11]([CH3:23])[c:12]([NH:13][c:14]3[n:15][c:16]([S:20][CH3:21])[n:17][cH:18][cH:19]3)[cH:22]2)[cH:24][c:25]([N:27]2[CH2:28][CH2:29][O:30][CH2:31][CH2:32]2)[cH:26]1.[OH2:39]>>[F:1][c:2]1[cH:3][c:4]([C:5](=[O:6])[NH:7][c:8]2[cH:9][cH:10][c:11]([CH3:23])[c:12]([NH:13][c:14]3[n:15][c:16]([N:38]4[CH2:33][CH2:34][O:35][CH2:36][CH2:37]4)[n:17][cH:18][cH:19]3)[cH:22]2)[cH:24][c:25]([N:27]2[CH2:28][CH2:29][O:30][CH2:31][CH2:32]2)[cH:26]1. Reactants: O (water), [OH-].[Li+] (lithium hydroxide), COC(C1=CC(=CC=C1)O[C@H]1C(N(CC1)C1=CC=C(C=C1)C#N)=O)=O (3-[(R)-1-(4-cyano-phenyl)-2-oxo-pyrrolidin-3-yloxy]-benzoic acid methyl ester). Solvent: O1CCCC1 (tetrahydrofuran). Run at time 8 hour. Product: C(#N)C1=CC=C(C=C1)N1C([C@@H](CC1)OC=1C=C(C(=O)O)C=CC1)=O (3-[(R)-1-(4-cyano-phenyl)-2-oxo-pyrrolidin-3-yloxy]-benzoic acid). The yield is 77.0%. Reaction SMILES: O.[OH-].[Li+].C[O:5][C:6](=[O:28])[C:7]1[CH:12]=[CH:11][CH:10]=[C:9]([O:13][C@@H:14]2[CH2:18][CH2:17][N:16]([C:19]3[CH:24]=[CH:23][C:22]([C:25]#[N:26])=[CH:21][CH:20]=3)[C:15]2=[O:27])[CH:8]=1>O1CCCC1>[C:25]([C:22]1[CH:21]=[CH:20][C:19]([N:16]2[CH2:17][CH2:18][C@@H:14]([O:13][C:9]3[CH:8]=[C:7]([CH:12]=[CH:11][CH:10]=3)[C:6]([OH:28])=[O:5])[C:15]2=[O:27])=[CH:24][CH:23]=1)#[N:26] |f:1.2|. Reported procedure: Add water (2 mL) followed by lithium hydroxide (0.62 g, 14.9 mmol) to a solution of 3-[(R)-1-(4-cyano-phenyl)-2-oxo-pyrrolidin-3-yloxy]-benzoic acid methyl ester (1.00 g, 2.98 mmol) of in tetrahydrofuran (4 mL). Stir the mixture overnight at room temperature then concentrate under reduced pressure to remove volatile organics. Wash the concentrated aqueous mixture with EtOAc and then acidify to pH 4 using a 0.5 M solution of citric acid. Extract the mixture with EtOAc and concentrate under reduce... The reactants are N1CCOCC1 (morpholine), CC(C(C)C=1C=C(C=C(O)C1)O)CCCCC (5-(3-methyl-2-octyl)resorcinol), C=O (formaldehyde). The solvent is C(C)O (ethanol). Reaction conditions: time 2 hour. Yields the product O1CCN(CC1)CC1=C(O)C=C(C=C1O)C(C)C(CCCCC)C (2-[1-(Morpholino)methyl] -5-(3-methyl-2-octyl)-resorcinol). Isolated yield 74.5%. Reaction SMILES: [CH3:1][CH:2]([CH2:13][CH2:14][CH2:15][CH2:16][CH3:17])[CH:3]([C:5]1[CH:6]=[C:7]([OH:12])[CH:8]=[C:9]([CH:11]=1)[OH:10])[CH3:4].[NH:18]1[CH2:23][CH2:22][O:21][CH2:20][CH2:19]1.[CH2:24]=O>C(O)C>[O:21]1[CH2:22][CH2:23][N:18]([CH2:24][C:8]2[C:7]([OH:12])=[CH:6][C:5]([CH:3]([CH:2]([CH3:1])[CH2:13][CH2:14][CH2:15][CH2:16][CH3:17])[CH3:4])=[CH:11][C:9]=2[OH:10])[CH2:19][CH2:20]1. Procedure: 2.36 g (0.01 mole) of 5-(3-methyl-2-octyl)resorcinol was dissolved in 40 ml of absolute ethanol and 0.73 g (0.01 mole) of morpholine was added. The solution was cooled in ice/salt bath and 0.91 g (0.018 mole) of formaldehyde solution (37.2% w/w) was added. The temperature was kept at 5°C for 2 hours. The mixture was then slowly allowed to rise to room temperature overnight. The alcohol was removed in vacuo and the residue was dissolved in ether. The ether extract was washed with water, dried and... Reactants: ClCCl, O=C(Cl)C=C1CCc2c(Cl)cc(F)cc21, [NH4+], [OH-]. The product is NC(=O)C=C1CCc2c(Cl)cc(F)cc21. As a reaction SMILES: [Cl:18][CH2:19][Cl:20].[Cl:1][c:2]1[c:3]2[c:7]([cH:8][c:9]([F:11])[cH:10]1)[C:6](=[CH:12][C:13](=[O:14])[Cl:15])[CH2:5][CH2:4]2.[NH4+:16].[OH-:17]>>[Cl:1][c:2]1[c:3]2[c:7]([cH:8][c:9]([F:11])[cH:10]1)[C:6](=[CH:12][C:13](=[O:14])[NH2:16])[CH2:5][CH2:4]2.